Dataset: the Open Reaction Database (ORD), a public repository of structured organic reaction records. Task: describe an organic reaction: reactants, conditions, products, and yield Starting materials: CC(C)CC(=O)CBr, c1ccc(P(c2ccccc2)c2ccccc2)cc1. The product is [Br-], CC(C)CC(=O)C[P+](c1ccccc1)(c1ccccc1)c1ccccc1. RXN SMILES: [CH2:1]([CH:2]([CH3:3])[CH3:4])[C:5](=[O:6])[CH2:7][Br:8].[c:9]1([P:15]([c:16]2[cH:17][cH:18][cH:19][cH:20][cH:21]2)[c:22]2[cH:23][cH:24][cH:25][cH:26][cH:27]2)[cH:10][cH:11][cH:12][cH:13][cH:14]1>>[Br-:8].[CH2:1]([CH:2]([CH3:3])[CH3:4])[C:5](=[O:6])[CH2:7][P+:15]([c:9]1[cH:10][cH:11][cH:12][cH:13][cH:14]1)([c:16]1[cH:17][cH:18][cH:19][cH:20][cH:21]1)[c:22]1[cH:23][cH:24][cH:25][cH:26][cH:27]1.